The task is: describe an organic reaction: reactants, conditions, products, and yield. This data is from the Open Reaction Database (ORD), a public repository of structured organic reaction records. Starting materials: CC(O[Si](C)(C)C(C)(C)C)c1ncc(CCl)o1, CC(C)=O, [K+], [K+], O=[N+]([O-])c1ccn[nH]1, N#N, O=C([O-])[O-]. Product: CC(O[Si](C)(C)C(C)(C)C)c1ncc(Cn2ccc([N+](=O)[O-])n2)o1. RXN SMILES: [C:3]([CH3:4])([CH3:5])([CH3:6])[Si:7]([O:8][CH:9]([CH3:10])[c:11]1[o:12][c:13]([CH2:16][Cl:17])[cH:14][n:15]1)([CH3:18])[CH3:19].[CH3:34][C:35](=[O:36])[CH3:37].[K+:28].[K+:29].[N+:20](=[O:21])([O-:22])[c:23]1[cH:24][cH:25][n:26][nH:27]1.[N:1]#[N:2].[O-:30][C:31]([O-:32])=[O:33]>>[C:3]([CH3:4])([CH3:5])([CH3:6])[Si:7]([O:8][CH:9]([CH3:10])[c:11]1[o:12][c:13]([CH2:16][n:26]2[cH:25][cH:24][c:23]([N+:20](=[O:21])[O-:22])[n:27]2)[cH:14][n:15]1)([CH3:18])[CH3:19]. The reactants are [H-].[Na+] (NaH), COC(=O)C1CC2CCCC(C1)C2N2C(C(C(C2)CO)(C)C)=O (9-(4-Hydroxymethyl-3,3-dimethyl-2-oxo-pyrrolidin-1-yl)-bicyclo[3.3.1]nonane-3-carboxylic acid methyl ester), ClC1=NC=C(C#N)C=C1 (6-chloro-nicotinonitrile). Run in O1CCCC1 (tetrahydrofuran), CN1C(N(CCC1)C)=O (1,3-dimethyl-3,4,5,6-tetrahydro-2(1H)-pyrimidinone). The product is COC(=O)C1CC2CCCC(C1)C2N2C(C(C(C2)COC2=NC=C(C=C2)C#N)(C)C)=O (9-[4-(5-Cyano-pyridin-2-yloxymethyl)-3,3-dimethyl-2-oxo-pyrrolidin-1-yl]-bicyclo[3.3.1]nonane-3-carboxylic acid methyl ester). As a reaction SMILES: [H-].[Na+].[CH3:3][O:4][C:5]([CH:7]1[CH2:14][CH:13]2[CH:15]([N:16]3[CH2:20][CH:19]([CH2:21][OH:22])[C:18]([CH3:24])([CH3:23])[C:17]3=[O:25])[CH:9]([CH2:10][CH2:11][CH2:12]2)[CH2:8]1)=[O:6].Cl[C:27]1[CH:34]=[CH:33][C:30]([C:31]#[N:32])=[CH:29][N:28]=1>O1CCCC1.CN1CCCN(C)C1=O>[CH3:3][O:4][C:5]([CH:7]1[CH2:14][CH:13]2[CH:15]([N:16]3[CH2:20][CH:19]([CH2:21][O:22][C:27]4[CH:34]=[CH:33][C:30]([C:31]#[N:32])=[CH:29][N:28]=4)[C:18]([CH3:23])([CH3:24])[C:17]3=[O:25])[CH:9]([CH2:10][CH2:11][CH2:12]2)[CH2:8]1)=[O:6] |f:0.1|. Procedure details: NaH (0.1 g, 60% in oil, 2.56 mmol) was added in one portion to a stirred and cooled (0° C.) solution of the product of Example 7D (0.48 g, 1.42 mmol) and 6-chloro-nicotinonitrile (0.35 g, 2.56 mmol) in tetrahydrofuran (7 ml) and 1,3-dimethyl-3,4,5,6-tetrahydro-2(1H)-pyrimidinone (7 mL). After the addition, the solution was warmed to room temperature and stirred for another five hours. The dark brown reaction mixture was cooled (0° C.), quenched with acetic acid (0.1 mL), and partitioned with die... Yields the product C(C)(=O)NC(C(=O)OCC)(C(=O)OCC)CCCCC=O (diethyl 2-acetamido-2-(4-formylbutyl)malonate). Reaction conditions: time 2 hour. The reactants are C[N+]1(CCOCC1)[O-] (N-methylmorpholine-N-oxide), S(=O)([O-])[O-].[Na+].[Na+] (sodium sulfite), C(C)(=O)NC(C(=O)OCC)(C(=O)OCC)C=CCCC (Diethyl 2-acetamido-2-pentenylmalonate). Procedure details: Diethyl 2-acetamido-2-pentenylmalonate (4.0 g) was dissolved in 210 ml of acetone and 3.3 g of N-methylmorpholine-N-oxide and 36 ml of a 1% aqueous osmium tetraoxide solution were added thereto. The mixture was stirred at room temperature for 2 hours. A solution of 700 mg of sodium sulfite in 20 ml of water was added thereto and the mixture was stirred for 15 minutes. The reaction mixture was concentrated and subjected to silica gel column chromatography using chloroform/methanol (10:1) as an el... Solvent: O (water), CC(=O)C (acetone). Reaction SMILES: [C:1]([NH:4][C:5]([CH:16]=[CH:17][CH2:18][CH2:19][CH3:20])([C:11]([O:13][CH2:14][CH3:15])=[O:12])[C:6]([O:8][CH2:9][CH3:10])=[O:7])(=[O:3])[CH3:2].C[N+]1([O-])CC[O:25]CC1.S([O-])([O-])=O.[Na+].[Na+]>CC(C)=O.O.[Os](=O)(=O)(=O)=O>[C:1]([NH:4][C:5]([CH2:16][CH2:17][CH2:18][CH2:19][CH:20]=[O:25])([C:11]([O:13][CH2:14][CH3:15])=[O:12])[C:6]([O:8][CH2:9][CH3:10])=[O:7])(=[O:3])[CH3:2] |f:2.3.4|. The reagents and catalysts are [Os](=O)(=O)(=O)=O (osmium tetraoxide). Reactants: CO (methanol), S1C=CC=2NC(CCCC21)=O (5,6,7,8-tetrahydro-4H-thieno[3,2-b]azepin-5-one), solution, B.CSC (borane dimethylsulfide). The solvent is O1CCCC1 (tetrahydrofuran), O1CCCC1 (tetrahydrofuran). Run at temperature 0 celsius, time 16 hour. The product is N=1C2=C(CCCC1)CSC2 (5,6,7,8-tetrahydro-4H-thieno[3,4-b]azepine). The yield is 79.3%. Reaction SMILES: [S:1]1[C:10]2[CH2:9][CH2:8][CH2:7][C:6](=O)[NH:5][C:4]=2[CH:3]=[CH:2]1.B.CSC.CO>O1CCCC1>[N:5]1[C:4]2[CH2:10][S:1][CH2:2][C:3]=2[CH2:9][CH2:8][CH2:7][CH:6]=1 |f:1.2|. Reported procedure: To a mixture of 21.2 g of 5,6,7,8-tetrahydro-4H-thieno[3,2-b]azepin-5-one in 100 ml of tetrahydrofuran under argon, chilled to 0° C. is added 25.2 ml of a 10.0 molar solution of borane-dimethylsulfide in tetrahydrofuran. The solution is stirred at room temperature for 16 hours and is refluxed for 5 hours. The mixture is cooled to room temperature and 85 ml of methanol added dropwise (exotherm). The solvent is removed and 100 ml of methanol is added (2 times) and after each addition the solvent i... Reactants: COCCCn1c(C2CCCN(C(=O)C(Cc3ccccc3)C(Cc3ccc(Cl)cc3)NC(=O)OC(C)(C)C)C2)nc2ccccc21, ClCCl. Product: COCCCn1c(C2CCCN(C(=O)C(Cc3ccccc3)C(N)Cc3ccc(Cl)cc3)C2)nc2ccccc21. As a reaction SMILES: [CH2:1]([c:2]1[cH:3][cH:4][cH:5][cH:6][cH:7]1)[CH:8]([CH:9]([CH2:10][c:11]1[cH:12][cH:13][c:14]([Cl:17])[cH:15][cH:16]1)[NH:18][C:19](=[O:20])[O:21][C:22]([CH3:23])([CH3:24])[CH3:25])[C:26](=[O:27])[N:28]1[CH2:29][CH:30]([c:34]2[n:35][c:36]3[c:37]([n:38]2[CH2:39][CH2:40][CH2:41][O:42][CH3:43])[cH:44][cH:45][cH:46][cH:47]3)[CH2:31][CH2:32][CH2:33]1.[Cl:48][CH2:49][Cl:50]>>[CH2:1]([c:2]1[cH:3][cH:4][cH:5][cH:6][cH:7]1)[CH:8]([CH:9]([CH2:10][c:11]1[cH:12][cH:13][c:14]([Cl:17])[cH:15][cH:16]1)[NH2:18])[C:26](=[O:27])[N:28]1[CH2:29][CH:30]([c:34]2[n:35][c:36]3[c:37]([n:38]2[CH2:39][CH2:40][CH2:41][O:42][CH3:43])[cH:44][cH:45][cH:46][cH:47]3)[CH2:31][CH2:32][CH2:33]1. The reactants are CC(C)(C)[Si](OC1CN(S(N)(=O)=O)C1)(c1ccccc1)c1ccccc1, O=C([O-])[O-], CC(C)c1cc(C(C)C)c(-c2ccccc2P(C2CCCCC2)C2CCCCC2)c(C(C)C)c1, COc1cc(Cl)nc(SCc2cccc(F)c2F)n1, [Cs+], [Cs+], O=C(C=Cc1ccccc1)C=Cc1ccccc1, O=C(C=Cc1ccccc1)C=Cc1ccccc1, C1COCCO1, O=C(C=Cc1ccccc1)C=Cc1ccccc1, [Pd], [Pd]. The product is COc1cc(NS(=O)(=O)N2CC(O[Si](c3ccccc3)(c3ccccc3)C(C)(C)C)C2)nc(SCc2cccc(F)c2F)n1. RXN SMILES: [C:20]([CH3:21])([CH3:22])([CH3:23])[Si:24]([O:25][CH:26]1[CH2:27][N:28]([S:30](=[O:31])(=[O:32])[NH2:33])[CH2:29]1)([c:34]1[cH:35][cH:36][cH:37][cH:38][cH:39]1)[c:40]1[cH:41][cH:42][cH:43][cH:44][cH:45]1.[C:80](=[O:81])([O-:82])[O-:83].[CH:46]1([P:47]([CH:48]2[CH2:49][CH2:50][CH2:51][CH2:52][CH2:53]2)[c:54]2[cH:55][cH:56][cH:57][cH:58][c:59]2-[c:60]2[c:61]([CH:62]([CH3:63])[CH3:64])[cH:65][c:66]([CH:67]([CH3:68])[CH3:69])[cH:70][c:71]2[CH:72]([CH3:73])[CH3:74])[CH2:75][CH2:76][CH2:77][CH2:78][CH2:79]1.[Cl:1][c:2]1[n:3][c:4]([S:10][CH2:11][c:12]2[c:13]([F:19])[c:14]([F:18])[cH:15][cH:16][cH:17]2)[n:5][c:6]([O:8][CH3:9])[cH:7]1.[Cs+:84].[Cs+:85].[O:106]=[C:107]([CH:108]=[CH:109][c:110]1[cH:111][cH:112][cH:113][cH:114][cH:115]1)[CH:116]=[CH:117][c:118]1[cH:119][cH:120][cH:121][cH:122][cH:123]1.[O:124]=[C:125]([CH:126]=[CH:127][c:128]1[cH:129][cH:130][cH:131][cH:132][cH:133]1)[CH:134]=[CH:135][c:136]1[cH:137][cH:138][cH:139][cH:140][cH:141]1.[O:142]1[CH2:143][CH2:144][O:145][CH2:146][CH2:147]1.[O:88]=[C:89]([CH:90]=[CH:91][c:92]1[cH:93][cH:94][cH:95][cH:96][cH:97]1)[CH:98]=[CH:99][c:100]1[cH:101][cH:102][cH:103][cH:104][cH:105]1.[Pd:86].[Pd:87]>>[c:2]1([NH:33][S:30]([N:28]2[CH2:27][CH:26]([O:25][Si:24]([C:20]([CH3:21])([CH3:22])[CH3:23])([c:34]3[cH:35][cH:36][cH:37][cH:38][cH:39]3)[c:40]3[cH:41][cH:42][cH:43][cH:44][cH:45]3)[CH2:29]2)(=[O:31])=[O:32])[n:3][c:4]([S:10][CH2:11][c:12]2[c:13]([F:19])[c:14]([F:18])[cH:15][cH:16][cH:17]2)[n:5][c:6]([O:8][CH3:9])[cH:7]1. As a reaction SMILES: [Br:1][CH2:2][C:3](=[O:4])[c:5]1[cH:6][cH:7][cH:8][cH:9][cH:10]1.[CH3:17][C:18]#[N:19].[Na:16].[nH:11]1[cH:12][n:13][cH:14][n:15]1>>[CH3:2][C:3](=[O:4])[c:5]1[cH:6][cH:7][cH:8][cH:9][cH:10]1. Starting materials: O=C(CBr)c1ccccc1, CC#N, [Na], c1nc[nH]n1. Yields the product CC(=O)c1ccccc1. Reactants: ClC=1C=CC2=C(OC(CO2)=O)C1 (7-chloro-benzo[1,4]dioxin-2-one), FC1=CC=C(CN2[C@@H](CN[C@H](C2)C)C)C=C1 (1-(4-fluoro-benzyl)-(2R,5S)-2,5-dimethyl-piperazine). Run in C1(=CC=CC=C1)C (toluene). Run at temperature 95 celsius. The product is ClC1=CC(=C(OCC(=O)N2[C@@H](CN([C@H](C2)C)CC2=CC=C(C=C2)F)C)C=C1)O (2-(4-Chloro-2-hydroxy-phenoxy)-1-[4-(4-fluoro-benzyl)-(2R,5S)-2,5-dimethyl-piperazin-1-yl]-ethanone). The yield is 63.3%. Reaction SMILES: [Cl:1][C:2]1[CH:3]=[CH:4][C:5]2[O:10][CH2:9][C:8](=[O:11])[O:7][C:6]=2[CH:12]=1.[F:13][C:14]1[CH:28]=[CH:27][C:17]([CH2:18][N:19]2[CH2:24][C@H:23]([CH3:25])[NH:22][CH2:21][C@H:20]2[CH3:26])=[CH:16][CH:15]=1>C1(C)C=CC=CC=1>[Cl:1][C:2]1[CH:3]=[CH:4][C:5]([O:10][CH2:9][C:8]([N:22]2[CH2:21][C@H:20]([CH3:26])[N:19]([CH2:18][C:17]3[CH:27]=[CH:28][C:14]([F:13])=[CH:15][CH:16]=3)[CH2:24][C@H:23]2[CH3:25])=[O:11])=[C:6]([OH:7])[CH:12]=1. Procedure: To a solution of 7-chloro-benzo[1,4]dioxin-2-one (0.48 g, 2.6 mmol) in toluene (5 mL) was added 1-(4-fluoro-benzyl)-(2R,5S)-2,5-dimethyl-piperazine (0.59 g, 2.6 mmol). The resulting mixture was heated to 95° C. overnight. The reaction was cooled to ambient temperature and concentrated in vacuo. Chromatography on silica gel gave the title compound (0.67 g).